From a dataset of the Open Reaction Database (ORD), a public repository of structured organic reaction records. describe an organic reaction: reactants, conditions, products, and yield Reactants: CC(Oc1cccc2nc[nH]c(=O)c12)C(=O)N(C)C, Nc1ccc2c(cnn2Cc2ccc(F)nc2)c1. Product: CC(Oc1cccc2ncnc(Nc3ccc4c(cnn4Cc4ccc(F)nc4)c3)c12)C(=O)N(C)C. RXN SMILES: [CH3:1][N:2]([C:3]([CH:4]([CH3:5])[O:6][c:7]1[c:8]2[c:9](=[O:17])[nH:10][cH:11][n:12][c:13]2[cH:14][cH:15][cH:16]1)=[O:18])[CH3:19].[F:20][c:21]1[cH:22][cH:23][c:24]([CH2:27][n:28]2[n:29][cH:30][c:31]3[cH:32][c:33]([NH2:37])[cH:34][cH:35][c:36]23)[cH:25][n:26]1>>[CH3:1][N:2]([C:3]([CH:4]([CH3:5])[O:6][c:7]1[c:8]2[c:9]([NH:37][c:33]3[cH:32][c:31]4[cH:30][n:29][n:28]([CH2:27][c:24]5[cH:23][cH:22][c:21]([F:20])[n:26][cH:25]5)[c:36]4[cH:35][cH:34]3)[n:10][cH:11][n:12][c:13]2[cH:14][cH:15][cH:16]1)=[O:18])[CH3:19].